This data is from the Open Reaction Database (ORD), a public repository of structured organic reaction records. The task is: describe an organic reaction: reactants, conditions, products, and yield Starting materials: BrC=1C(N(C=C(N1)Br)C(CC)CC)=O (3,5-dibromo-1-(1-ethylpropyl)-2(1H)-pyrazinone), Cl.BrC=1C=C(C=C2CCNC12)OC (7-bromo-5-methoxyindoline hydrochloride). Yields the product BrC=1N=C(C(N(C1)C(CC)CC)=O)N1CCC2=CC(=CC(=C12)Br)OC (5-Bromo-3-(7-bromo-5-methoxy-2,3-dihydro-1H-indol-1-yl)-1-(1-ethylpropyl)-2(1H)-pyrazinone). RXN SMILES: Br[C:2]1[C:3](=[O:14])[N:4]([CH:9]([CH2:12][CH3:13])[CH2:10][CH3:11])[CH:5]=[C:6]([Br:8])[N:7]=1.Cl.[Br:16][C:17]1[CH:18]=[C:19]([O:26][CH3:27])[CH:20]=[C:21]2[C:25]=1[NH:24][CH2:23][CH2:22]2>>[Br:8][C:6]1[N:7]=[C:2]([N:24]2[C:25]3[C:21](=[CH:20][C:19]([O:26][CH3:27])=[CH:18][C:17]=3[Br:16])[CH2:22][CH2:23]2)[C:3](=[O:14])[N:4]([CH:9]([CH2:12][CH3:13])[CH2:10][CH3:11])[CH:5]=1 |f:1.2|. Procedure: Prepared in a similar fashion as described for Example 413 using 3,5-dibromo-1-(1-ethylpropyl)-2(1H)-pyrazinone and 7-bromo-5-methoxyindoline hydrochloride as the starting materials. mp 133–135° C.; 1H NMR (300 MHz, CDCl3): δ 6.92 (d, J=2.6 Hz, 1 H), 6.81 (s, 1 H), 6.78 (d, J=2.2 Hz, 1 H), 4.81–4.78 (m, 1 H), 4.35 (t, J=7.7 Hz, 2 H), 3.78 (s, 3 H), 3.11 (t, J=7.7 Hz, 2 H), 1.87–1.73 (m, 2 H), 1.70–1.60 (m, 2 H), 0.89 (t, J=7.3 Hz, 6 H); HRMS (ESI) calcd for C18H22N3O2Br2 (M+H)+: 470.0079; found ... RXN SMILES: [Cl:24][C:25]([C:26](=[O:27])[O:28][CH2:29][CH3:30])=[O:31].[ClH:1].[NH2:2][CH:3]([CH2:4][C:5](=[O:6])[O:7][CH2:8][CH3:9])[CH2:10][c:11]1[cH:12][cH:13][c:14](-[c:17]2[cH:18][c:19]([Cl:23])[cH:20][cH:21][cH:22]2)[cH:15][cH:16]1.[O:32]=[CH:33][N:34]([CH3:35])[CH3:36]>>[NH:2]([CH:3]([CH2:4][C:5](=[O:6])[O:7][CH2:8][CH3:9])[CH2:10][c:11]1[cH:12][cH:13][c:14](-[c:17]2[cH:18][c:19]([Cl:23])[cH:20][cH:21][cH:22]2)[cH:15][cH:16]1)[C:25]([C:26](=[O:27])[O:28][CH2:29][CH3:30])=[O:31]. Yields the product CCOC(=O)CC(Cc1ccc(-c2cccc(Cl)c2)cc1)NC(=O)C(=O)OCC. The reactants are CCOC(=O)C(=O)Cl, Cl, CCOC(=O)CC(N)Cc1ccc(-c2cccc(Cl)c2)cc1, CN(C)C=O. Starting materials: ClS(=O)(=O)C1=CC=2C3=C(C(NC2C=C1)=O)NC=C3C(=O)O (8-chlorosulfonyl-4-oxo-4,5-dihydro-3H-pyrrolo[2,3-c]quinoline-1-carboxylic acid), Cl.CNC (dimethylamine hydrochloride). The product is CN(S(=O)(=O)C1=CC=2C3=C(C(NC2C=C1)=O)NC=C3C(=O)O)C (8-Dimethylsulfamoyl-4-oxo-4,5-dihydro-3H-pyrrolo[2,3-c]quinoline-1-carboxylic acid). As a reaction SMILES: Cl[S:2]([C:5]1[CH:14]=[CH:13][C:12]2[NH:11][C:10](=[O:15])[C:9]3[NH:16][CH:17]=[C:18]([C:19]([OH:21])=[O:20])[C:8]=3[C:7]=2[CH:6]=1)(=[O:4])=[O:3].Cl.[CH3:23][NH:24][CH3:25]>>[CH3:23][N:24]([CH3:25])[S:2]([C:5]1[CH:14]=[CH:13][C:12]2[NH:11][C:10](=[O:15])[C:9]3[NH:16][CH:17]=[C:18]([C:19]([OH:21])=[O:20])[C:8]=3[C:7]=2[CH:6]=1)(=[O:4])=[O:3] |f:1.2|. Procedure details: 8-Dimethylsulfamoyl-4-oxo-4,5-dihydro-3H-pyrrolo[2,3-c]quinoline-1-carboxylic acid is prepared according to synthesis 178, from 326 mg (1 mmol) of 8-chlorosulfonyl-4-oxo-4,5-dihydro-3H-pyrrolo[2,3-c]quinoline-1-carboxylic acid and 85 mg (1.05 mmol) of dimethylamine hydrochloride to give, after purification by precipitation and trituration in water, 210 mg (62%) of 8-dimethylsulfamoyl-4-oxo-4,5-dihydro-3H-pyrrolo[2,3-c]quinoline-1-carboxylic acid in the form of a gray solid. The reactants are C1CCOC1, CCN1CCN(c2ccc(Nc3ncnc(NC)n3)cc2)CC1, Cc1ccccc1, O=C=Nc1ccc(F)c(C(F)(F)F)c1. The product is CCN1CCN(c2ccc(Nc3ncnc(N(C)C(=O)Nc4ccc(F)c(C(F)(F)F)c4)n3)cc2)CC1. RXN SMILES: [CH2:38]1[O:39][CH2:40][CH2:41][CH2:42]1.[CH3:1][NH:2][c:3]1[n:4][cH:5][n:6][c:7]([NH:9][c:10]2[cH:11][cH:12][c:13]([N:16]3[CH2:17][CH2:18][N:19]([CH2:22][CH3:23])[CH2:20][CH2:21]3)[cH:14][cH:15]2)[n:8]1.[CH3:43][c:44]1[cH:45][cH:46][cH:47][cH:48][cH:49]1.[F:24][c:25]1[c:26]([C:34]([F:35])([F:36])[F:37])[cH:27][c:28]([N:31]=[C:32]=[O:33])[cH:29][cH:30]1>>[CH3:1][N:2]([c:3]1[n:4][cH:5][n:6][c:7]([NH:9][c:10]2[cH:11][cH:12][c:13]([N:16]3[CH2:17][CH2:18][N:19]([CH2:22][CH3:23])[CH2:20][CH2:21]3)[cH:14][cH:15]2)[n:8]1)[C:32]([NH:31][c:28]1[cH:27][c:26]([C:34]([F:35])([F:36])[F:37])[c:25]([F:24])[cH:30][cH:29]1)=[O:33].